This data is from the Open Reaction Database (ORD), a public repository of structured organic reaction records. The task is: describe an organic reaction: reactants, conditions, products, and yield Procedure: Dimethyl 5-benzoyl-7-bromo-1,2-dihydro-3H-pyrrolo[1,2-a]pyrrole-1,1-dicarboxylate (2.04 g 5.0 mmoles) was dissolved in methanol (100 ml) and water (10 ml), and sodium hydroxide (0.40 g, 10 mmoles) was added. This solution was heated at reflux temperature in an argon atmosphere for 2 hours. The reaction mixture was evaporated to dryness in vacuo, the residue was dissolved in 50% aqueous methanol (125 ml), magnesium oxide (1.0 g) and 5% palladium on charcoal (0.400 g) were added and the mixture wa... Solvent: CO (methanol), O (water). Starting materials: C(C1=CC=CC=C1)(=O)C1=CC(=C2N1CCC2(C(=O)OC)C(=O)OC)Br (Dimethyl 5-benzoyl-7-bromo-1,2-dihydro-3H-pyrrolo[1,2-a]pyrrole-1,1-dicarboxylate), [OH-].[Na+] (sodium hydroxide). The yield is 93.2%. Yields the product C(C1=CC=CC=C1)(=O)C1=CC=C2N1CCC2C(=O)O (5-benzoyl-1,2-dihydro-3H-pyrrolo[1,2-a]pyrrole-1-carboxylic acid). Run at time 2 hour. Reaction SMILES: [C:1]([C:9]1[N:13]2[CH2:14][CH2:15][C:16](C(OC)=O)([C:17]([O:19]C)=[O:18])[C:12]2=[C:11](Br)[CH:10]=1)(=[O:8])[C:2]1[CH:7]=[CH:6][CH:5]=[CH:4][CH:3]=1.[OH-].[Na+]>CO.O>[C:1]([C:9]1[N:13]2[CH2:14][CH2:15][CH:16]([C:17]([OH:19])=[O:18])[C:12]2=[CH:11][CH:10]=1)(=[O:8])[C:2]1[CH:7]=[CH:6][CH:5]=[CH:4][CH:3]=1 |f:1.2|.